Task: describe an organic reaction: reactants, conditions, products, and yield. Dataset: the Open Reaction Database (ORD), a public repository of structured organic reaction records Starting materials: FC(C(=O)O)(F)F.NCC=1C(=C(C(=CC1)Cl)OC=1C=C(C#N)C=C(C1)C(F)F)F (3-{[3-(aminomethyl)-6-chloro-2-fluorophenyl]oxy}-5-(difluoromethyl)benzonitrile trifluoroacetate), BrC=1N=CNC1C(=O)O (4-bromo-1H-imidazole-5-carboxylic acid), C=1C=CC2=C(C1)N=NN2O (HOBT), C(CCl)Cl (EDC). Run in CN(C)C=O (DMF). Reaction conditions: time 30 minute. Yields the product BrC=1N=CNC1C(=O)NCC1=C(C(=C(C=C1)Cl)OC1=CC(=CC(=C1)C(F)F)C#N)F (4-bromo-N-[(4-chloro-3-{[3-cyano-5-(difluoromethyl)phenyl]oxy}-2-fluorophenyl)methyl]-1H-imidazole-5-carboxamide). The yield is 54.9%. Reaction SMILES: FC(F)(F)C(O)=O.[NH2:8][CH2:9][C:10]1[C:11]([F:29])=[C:12]([O:17][C:18]2[CH:19]=[C:20]([CH:23]=[C:24]([CH:26]([F:28])[F:27])[CH:25]=2)[C:21]#[N:22])[C:13]([Cl:16])=[CH:14][CH:15]=1.[Br:30][C:31]1[N:32]=[CH:33][NH:34][C:35]=1[C:36](O)=[O:37].C1C=CC2N(O)N=NC=2C=1.C(Cl)CCl>CN(C=O)C>[Br:30][C:31]1[N:32]=[CH:33][NH:34][C:35]=1[C:36]([NH:8][CH2:9][C:10]1[CH:15]=[CH:14][C:13]([Cl:16])=[C:12]([O:17][C:18]2[CH:25]=[C:24]([CH:26]([F:28])[F:27])[CH:23]=[C:20]([C:21]#[N:22])[CH:19]=2)[C:11]=1[F:29])=[O:37] |f:0.1|. Reported procedure: To a solution of 3-{[3-(aminomethyl)-6-chloro-2-fluorophenyl]oxy}-5-(difluoromethyl)benzonitrile trifluoroacetate (90 mg, 0.204 mmol), 4-bromo-1H-imidazole-5-carboxylic acid (39.0 mg, 0.204 mmol) and HOBT (31.3 mg, 0.204 mmol) in DMF (3 ml) was added EDC (39.1 mg, 0.204 mmol) and the reaction mixture was stirred at RT for 30 minutes. The crude material was purified via reverse phase HPLC to give the title compound (56 mg, 55% yield). 1H NMR (DMSO-d6) δ ppm 8.42 (br. s., 1H) 7.85 (s, 1H) 7.79 (s,... The reactants are OC1CC(N(C(C1)(C)C)OCCCCCCCC)(C)C (4-hydroxy-1-octyloxy-2, 2,6,6-tetramethylpiperidine), ClP1N(CCN1C)C (2-chloro-1,3-dimethyl-1,3,2-diazaphospholidine). Product: CN1P(N(CC1)C)OC1CC(N(C(C1)(C)C)OCCCCCCCC)(C)C (1,3-Dimethyl-2-(1-octyloxy-2,2,6,6-tetramethylpiperidin-4-yloxy)-1, 3,2-diazaphospholidine). Reaction SMILES: [OH:1][CH:2]1[CH2:7][C:6]([CH3:9])([CH3:8])[N:5]([O:10][CH2:11][CH2:12][CH2:13][CH2:14][CH2:15][CH2:16][CH2:17][CH3:18])[C:4]([CH3:20])([CH3:19])[CH2:3]1.Cl[P:22]1[N:26]([CH3:27])[CH2:25][CH2:24][N:23]1[CH3:28]>>[CH3:28][N:23]1[CH2:24][CH2:25][N:26]([CH3:27])[P:22]1[O:1][CH:2]1[CH2:7][C:6]([CH3:8])([CH3:9])[N:5]([O:10][CH2:11][CH2:12][CH2:13][CH2:14][CH2:15][CH2:16][CH2:17][CH3:18])[C:4]([CH3:19])([CH3:20])[CH2:3]1. Reported procedure: The title compound is prepared from 4-hydroxy-1-octyloxy-2, 2,6,6-tetramethylpiperidine and 2-chloro-1,3-dimethyl-1,3,2-diazaphospholidine according to the procedure of Example 6. The reactants are ClC=1C=C(C=CC1F)N[C@@H](C)C(=O)OC (methyl N-(3-chloro-4-fluorophenyl)alaninate), [I-].C(C)(C)(C)[NH3+] (tertbutylammonium iodide), COC=1C=C(CBr)C=CC1 (3-methoxy-benzyl bromide), [H-].[Na+] (NaH). Run in C(=O)(O)[O-].[Na+] (NaHCO3), CN(C)C=O (DMF). Conditions: temperature 60 celsius. The product is ClC=1C=C(C=CC1F)N([C@@H](C)C(=O)OC)CC1=CC(=CC=C1)OC (methyl N-(3-chloro-4-fluorophenyl)-N-(3-methoxybenzyl)alaninate). RXN SMILES: [Cl:1][C:2]1[CH:3]=[C:4]([NH:9][C@H:10]([C:12]([O:14][CH3:15])=[O:13])[CH3:11])[CH:5]=[CH:6][C:7]=1[F:8].[I-].C([NH3+])(C)(C)C.[CH3:22][O:23][C:24]1[CH:25]=[C:26]([CH:29]=[CH:30][CH:31]=1)[CH2:27]Br.[H-].[Na+]>C([O-])(O)=O.[Na+].CN(C=O)C>[Cl:1][C:2]1[CH:3]=[C:4]([N:9]([CH2:27][C:26]2[CH:29]=[CH:30][CH:31]=[C:24]([O:23][CH3:22])[CH:25]=2)[C@H:10]([C:12]([O:14][CH3:15])=[O:13])[CH3:11])[CH:5]=[CH:6][C:7]=1[F:8] |f:1.2,4.5,6.7|. Reported procedure: To a flask containing anhydrous DMF (150 mL) was added 1-3 (2.00 g, 8.633 mmol), tertbutylammonium iodide (0.319 g. 0.863 mmol) and 3-methoxy-benzyl bromide (4.340 g, 21.583 mmol) followed by NaH (0.269 g, 11.223 mmol). The resulting solution was heated at 60° C. for 4 days. Upon completion, the reaction mixture was diluted with NaHCO3 (sat. aq), and extracted with ethyl acetate (3×75 mL). The combined organic layers were dried with Na2SO4, filtered, and concentrated. The crude residue was purif... Product: CC1CCCN1C1CCN(c2ccc(N3CCCC4(CCOCC4)C3=O)c(F)c2)C1. Starting materials: C1CCOC1, COC(=O)C1(CCCNc2ccc(N3CCC(N4CCCC4C)C3)cc2F)CCOCC1, [Li]CCCC. As a reaction SMILES: [CH2:38]1[O:39][CH2:40][CH2:41][CH2:42]1.[CH3:1][O:2][C:3](=[O:4])[C:5]1([CH2:11][CH2:12][CH2:13][NH:14][c:15]2[c:16]([F:32])[cH:17][c:18]([N:21]3[CH2:22][CH:23]([N:26]4[CH:27]([CH3:31])[CH2:28][CH2:29][CH2:30]4)[CH2:24][CH2:25]3)[cH:19][cH:20]2)[CH2:6][CH2:7][O:8][CH2:9][CH2:10]1.[CH3:33][CH2:34][CH2:35][CH2:36][Li:37]>>[O:2]=[C:3]1[C:5]2([CH2:6][CH2:7][O:8][CH2:9][CH2:10]2)[CH2:11][CH2:12][CH2:13][N:14]1[c:15]1[c:16]([F:32])[cH:17][c:18]([N:21]2[CH2:22][CH:23]([N:26]3[CH:27]([CH3:31])[CH2:28][CH2:29][CH2:30]3)[CH2:24][CH2:25]2)[cH:19][cH:20]1. Reactants: BrCCCOC1=CC=C(C=C1)C1=NOC2=C1C=CC(=C2)F (3-[4-(3-bromo-propoxy)-phenyl]-6-fluoro-benzo[d]isoxazole), C(C1=CC=CC=C1)N (benzylamine), C([O-])([O-])=O.[K+].[K+] (potassium carbonate), [I-].[K+] (potassium iodide). Solvent: C(C)#N (acetonitrile), C(C)(=O)OCC (ethyl acetate). The product is C(C1=CC=CC=C1)NCCCOC1=CC=C(C=C1)C1=NOC2=C1C=CC(=C2)F (benzyl-{3-[4-(6-fluoro-benzo[d]isoxazol-3-yl)-phenoxy]-propyl}-amine). The yield is 55.1%. RXN SMILES: Br[CH2:2][CH2:3][CH2:4][O:5][C:6]1[CH:11]=[CH:10][C:9]([C:12]2[C:16]3[CH:17]=[CH:18][C:19]([F:21])=[CH:20][C:15]=3[O:14][N:13]=2)=[CH:8][CH:7]=1.[CH2:22]([NH2:29])[C:23]1[CH:28]=[CH:27][CH:26]=[CH:25][CH:24]=1.C(=O)([O-])[O-].[K+].[K+].[I-].[K+]>C(OCC)(=O)C.C(#N)C>[CH2:22]([NH:29][CH2:2][CH2:3][CH2:4][O:5][C:6]1[CH:11]=[CH:10][C:9]([C:12]2[C:16]3[CH:17]=[CH:18][C:19]([F:21])=[CH:20][C:15]=3[O:14][N:13]=2)=[CH:8][CH:7]=1)[C:23]1[CH:28]=[CH:27][CH:26]=[CH:25][CH:24]=1 |f:2.3.4,5.6|. Procedure: Mix 3-[4-(3-bromo-propoxy)-phenyl]-6-fluoro-benzo[d]isoxazole (150 mg, 0.43 mmol), benzylamine (92.2 mg, 0.861 mmol), potassium carbonate(130.6 mg, 0.95 mmol, 2.2 equivalents), potassium iodide (7.2 mg, 0.043 mmol) and 4%-5% aqueous acetonitrile (4-6 mL). Under a nitrogen atmosphere, heat (70°-75° C.) overnight. Dilute reaction mixture with ethyl acetate, filter to remove the solids and concentrate (in vacuo). Purify the crude reaction mixture by column (silica) chromatography using a Waters Sep... Reactants: ( ε ), CC1=NC(=CS1)/C=C(\C)/[C@@H]2C/C=C\CCCC[C@@H]([C@H](C(=O)C([C@H](CC(=O)O2)O)(C)C)C)O (Epothilone C4), CC1=NC(=CO1)/C=C(\C)/[C@@H]2C[C@H]3[C@H](O3)CCC[C@@H]([C@@H]([C@H](C(=O)C([C@H](CC(=O)O2)O)(C)C)C)O)C (Epothilone G1), ( 27 ), CC1=NC(=CS1)/C=C(\C)/[C@@H]2C/C=C\CCC[C@@H]([C@@H]([C@H](C(=O)[C@H]([C@H](CC(=O)O2)O)C)C)O)C (Epothilone C2), ( 100 ), [K+].[Br-] (KBr), CC1=NC(=CS1)/C=C(\C)/[C@@H]2C/C=C\CCCC[C@@H]([C@H](C(=O)C([C@H](CC(=O)O2)O)(C)C)C)O (Epothilone C4), ( 83 ). The solvent is CO (MeOH), CO (MeOH). The product is CC1=NC(=CS1)/C=C/[C@@H]2C/C=C\CCC[C@@H]([C@@H]([C@H](C(=O)C([C@H](CC(=O)O2)O)(C)C)C)O)C (Epothilone C8). Reaction SMILES: [K+].[Br-].[CH3:3][C:4]1[S:8][CH:7]=[C:6](/[CH:9]=[C:10](/[C@H:12]2[O:29][C:27](=[O:28])[CH2:26][C@H:25]([OH:30])[C:24]([CH3:32])([CH3:31])[C:22](=[O:23])[C@H:21]([CH3:33])[C@@H:20]([OH:34])[CH2:19][CH2:18][CH2:17][CH2:16][CH:15]=[CH:14][CH2:13]2)\C)[N:5]=1.[CH3:35]C1OC=C(/C=C(/[C@H]2OC(=O)C[C@H](O)C(C)(C)C(=O)[C@H](C)[C@@H](O)[C@@H](C)CCC[C@H]3O[C@H]3C2)\C)N=1.CC1SC=C(/C=C(/[C@H]2OC(=O)C[C@H](O)[C@H](C)C(=O)[C@H](C)[C@@H](O)[C@@H](C)CCCC=CC2)\C)N=1>CO>[CH3:3][C:4]1[S:8][CH:7]=[C:6](/[CH:9]=[CH:10]/[C@H:12]2[O:29][C:27](=[O:28])[CH2:26][C@H:25]([OH:30])[C:24]([CH3:32])([CH3:31])[C:22](=[O:23])[C@H:21]([CH3:33])[C@@H:20]([OH:34])[C@@H:19]([CH3:35])[CH2:18][CH2:17][CH2:16][CH:15]=[CH:14][CH2:13]2)[N:5]=1 |f:0.1|. Procedure: colorless amorphous solid; [α]D22−75.2 (c 2.5, MeOH); UV (MeOH) λmax nm (ε) 210 (16800), 248 (17800); IR (KBr) νmax 3443, 2932, 2881, 1734, 1689, 1465, 1255, 1183, 976 cm−1; 1H NMR (CDCl3, 300 MHz) δ 6.93 (1H, s, H-19), 6.62 (1H, dd, J=15.6, 0.6 Hz, H-17), 6.49 (1H, dd, J=15.6, 6.6 Hz, H-16), 5.52 (1H, dddd, J=9.5, 6.6, 2.8, 0.6 Hz, H-15), 5.42 (1H, m, H-12), 5.41 (1H, m, H-13), 4.13 (1H, ddd, J=11.0, 5.3, 2.8 Hz, H-3), 3.69 (1H, ddd, J=3.7, 2.8, 2.5 Hz, H-7), 3.11 (1H, dq, J=2.5, 6.8 Hz, H-6), ...